From a dataset of the Open Reaction Database (ORD), a public repository of structured organic reaction records. describe an organic reaction: reactants, conditions, products, and yield Reactants: CNCC(C)Oc1cccc2ncnc(Nc3ccc(Oc4ccc(C)nc4)c(C)c3)c12, CC(=O)OC(C)=O. Product: CC(=O)N(C)CC(C)Oc1cccc2ncnc(Nc3ccc(Oc4ccc(C)nc4)c(C)c3)c12. Reaction SMILES: [CH3:1][CH:2]([CH2:3][NH:4][CH3:5])[O:6][c:7]1[c:8]2[c:9]([NH:17][c:18]3[cH:19][c:20]([CH3:32])[c:21]([O:24][c:25]4[cH:26][n:27][c:28]([CH3:31])[cH:29][cH:30]4)[cH:22][cH:23]3)[n:10][cH:11][n:12][c:13]2[cH:14][cH:15][cH:16]1.[CH3:33][C:34](=[O:35])[O:36][C:37](=[O:38])[CH3:39]>>[CH3:1][CH:2]([CH2:3][N:4]([CH3:5])[C:34]([CH3:33])=[O:35])[O:6][c:7]1[c:8]2[c:9]([NH:17][c:18]3[cH:19][c:20]([CH3:32])[c:21]([O:24][c:25]4[cH:26][n:27][c:28]([CH3:31])[cH:29][cH:30]4)[cH:22][cH:23]3)[n:10][cH:11][n:12][c:13]2[cH:14][cH:15][cH:16]1. Reactants: N[C@@H](CCCN)C(=O)O (ornithine), O (water), O=C(C(=O)O)CCC(=O)O (α-keto-glutaric acid). Product: O=C(C(=O)O)CCC(=O)O.N[C@@H](CCCN)C(=O)O (Mono-ornithine Keto-glutarate). As a reaction SMILES: [NH2:1][C@H:2]([C:7]([OH:9])=[O:8])[CH2:3][CH2:4][CH2:5][NH2:6].O.[O:11]=[C:12]([CH2:16][CH2:17][C:18]([OH:20])=[O:19])[C:13]([OH:15])=[O:14]>>[O:11]=[C:12]([CH2:16][CH2:17][C:18]([OH:20])=[O:19])[C:13]([OH:15])=[O:14].[NH2:1][C@H:2]([C:7]([OH:9])=[O:8])[CH2:3][CH2:4][CH2:5][NH2:6] |f:3.4|. Procedure: To a basic solution of ornithine in 200 ml of water (1.1 N in water, 20 mmoles, 18.2 ml), α-keto-glutaric acid (2.92 g; 20 mmoles) is added. The solution is frozen and lyophilized one night. It is homogenized in a mortar.